This data is from the Open Reaction Database (ORD), a public repository of structured organic reaction records. The task is: describe an organic reaction: reactants, conditions, products, and yield The reactants are C(CC)C1=C(C=CC(=C1)C#N)O (2-n-propyl-4-cyanophenol), C([O-])([O-])=O.[K+].[K+] (potassium carbonate), ClC=1C(N(N=CC1OCC1OC1)C(C)C)=O (4-chloro-5-(2-oxiranylmethoxy)-2-i-propyl-3(2H)pyridazinone). The solvent is C(C)C(=O)CC (diethyl ketone). Conditions: time 8 hour. The product is ClC=1C(N(N=CC1OCC(COC1=C(C=C(C=C1)C#N)CCC)O)C(C)C)=O (4-Chloro-5-[3-(2-n-propyl-4-cyanophenoxy)-2-hydroxypropoxy]-2-i-propyl-3(2H)pyridazinone). Reaction SMILES: [Cl:1][C:2]1[C:3](=[O:16])[N:4]([CH:13]([CH3:15])[CH3:14])[N:5]=[CH:6][C:7]=1[O:8][CH2:9][CH:10]1[CH2:12][O:11]1.[CH2:17]([C:20]1[CH:25]=[C:24]([C:26]#[N:27])[CH:23]=[CH:22][C:21]=1[OH:28])[CH2:18][CH3:19].C(=O)([O-])[O-].[K+].[K+]>C(C(CC)=O)C>[Cl:1][C:2]1[C:3](=[O:16])[N:4]([CH:13]([CH3:15])[CH3:14])[N:5]=[CH:6][C:7]=1[O:8][CH2:9][CH:10]([OH:11])[CH2:12][O:28][C:21]1[CH:22]=[CH:23][C:24]([C:26]#[N:27])=[CH:25][C:20]=1[CH2:17][CH2:18][CH3:19] |f:2.3.4|. Procedure: A mixture comprising 2.0 g of 4-chloro-5-(2-oxiranylmethoxy)-2-i-propyl-3(2H)pyridazinone prepared in Reference Example 5, 1.5 g of 2-n-propyl-4-cyanophenol, 1.35 g of potassium carbonate and 80 ml of diethyl ketone, was refluxed under stirring for 8 hours. Then, diethyl ketone was distilled off under reduced pressure, and the residue thereby obtained was extracted with ethyl acetate. The extract was washed with water and dried over sodium sulfate. Then, the solvent was distilled off. The residu... Reactants: [OH-].[K+] (potassium hydroxide), [N+](=[N-])=C (diazomethane), [N+](=[N-])=C (Diazomethane), CC1=CC=C(C=C1)S(=O)(=O)N(C)N=O (Diazald), ClC(=O)C(CCCCCCC(=O)OCC)CCCC(CCCCC)OC(C)=O (Ethyl 8-Chlorocarbonyl-12-acetoxyheptadecanoate). The solvent is CCOCCOCCO.O (carbitol water), CCOCC (ether), CCOCC (ether). Product: [N+](=[N-])=CC(=O)C(CCCCCCC(=O)OCC)CCCC(CCCCC)OC(C)=O (Ethyl 8-Diazoacetyl-12-acetoxyheptadecanoate). As a reaction SMILES: [N+:1](=[CH2:3])=[N-:2].CC1C=CC(S(N(N=O)C)(=O)=O)=CC=1.[OH-].[K+].Cl[C:21]([CH:23]([CH2:35][CH2:36][CH2:37][CH:38]([O:44][C:45](=[O:47])[CH3:46])[CH2:39][CH2:40][CH2:41][CH2:42][CH3:43])[CH2:24][CH2:25][CH2:26][CH2:27][CH2:28][CH2:29][C:30]([O:32][CH2:33][CH3:34])=[O:31])=[O:22]>CCOCC.CCOCCOCCO.O>[N+:1](=[CH:3][C:21]([CH:23]([CH2:35][CH2:36][CH2:37][CH:38]([O:44][C:45](=[O:47])[CH3:46])[CH2:39][CH2:40][CH2:41][CH2:42][CH3:43])[CH2:24][CH2:25][CH2:26][CH2:27][CH2:28][CH2:29][C:30]([O:32][CH2:33][CH3:34])=[O:31])=[O:22])=[N-:2] |f:2.3,6.7|. Procedure details: Diazomethane (6 g., 0.143 mole) is generated via dropwise addition of a solution of Diazald® (43 g.) in ether (400 ml.) over 45 minutes to a warm (65%), stirred solution of potassium hydroxide (12 g., 0.214 mole) in carbitol-water (7:2, 90 ml.). The resulting yellow, ethereal diazomethane distillate is cooled to 0° and treated with a solution of ethyl 8-chlorocarbonyl-12-acetoxyheptadecanoate (8.1 g., 0.02 mole) (Example 7, Step D), in ether (40 ml.) added over a period of 15 minutes. Reactants: CCCCBr, Nn1ccnn1. Yields the product [Br-], CCCCn1cc[n+](N)n1. Reaction SMILES: [CH2:7]([CH2:8][CH2:9][CH3:10])[Br:11].[NH2:1][n:2]1[n:3][n:4][cH:5][cH:6]1>>[Br-:11].[NH2:1][n+:2]1[n:3][n:4]([CH2:7][CH2:8][CH2:9][CH3:10])[cH:5][cH:6]1. Reactants: CCOC(=O)c1cn2ncc(C#N)c(Nc3ccc(Oc4ccccc4)c(COC4CCCCO4)c3)c2c1C, ClCCl, O=C(O)C(F)(F)F. The product is CCOC(=O)c1cn2ncc(C#N)c(Nc3ccc(Oc4ccccc4)c(CO)c3)c2c1C. Reaction SMILES: [CH2:1]([CH3:2])[O:3][C:4](=[O:5])[c:6]1[c:7]([CH3:39])[c:8]2[n:9]([n:10][cH:11][c:12]([C:36]#[N:37])[c:13]2[NH:14][c:15]2[cH:16][c:17]([CH2:28][O:29][CH:30]3[CH2:31][CH2:32][CH2:33][CH2:34][O:35]3)[c:18]([O:21][c:22]3[cH:23][cH:24][cH:25][cH:26][cH:27]3)[cH:19][cH:20]2)[cH:38]1.[Cl:47][CH2:48][Cl:49].[F:40][C:41]([F:42])([F:43])[C:44]([OH:45])=[O:46]>>[CH2:1]([CH3:2])[O:3][C:4](=[O:5])[c:6]1[c:7]([CH3:39])[c:8]2[n:9]([n:10][cH:11][c:12]([C:36]#[N:37])[c:13]2[NH:14][c:15]2[cH:16][c:17]([CH2:28][OH:29])[c:18]([O:21][c:22]3[cH:23][cH:24][cH:25][cH:26][cH:27]3)[cH:19][cH:20]2)[cH:38]1. Starting materials: BrC1=CC=C(C=C1)C(=O)N1CCN(CC1)C1=C(C=C(C=C1)C)C ((4-bromophenyl) [4-(2,4-dimethylphenyl)piperazin-1-yl]methanone), C1NC(CC12CCCCC2)=O (2-azaspiro[4.5]decan-3-one). Yields the product CC1=C(C=CC(=C1)C)N1CCN(CC1)C(=O)C1=CC=C(C=C1)N1CC2(CC1=O)CCCCC2 (2-{4-[4-(2,4-dimethylphenyl)piperazine-1-carbonyl]phenyl}-2-azaspiro[4.5]decan-3-one). Yield: 14.7%. As a reaction SMILES: Br[C:2]1[CH:7]=[CH:6][C:5]([C:8]([N:10]2[CH2:15][CH2:14][N:13]([C:16]3[CH:21]=[CH:20][C:19]([CH3:22])=[CH:18][C:17]=3[CH3:23])[CH2:12][CH2:11]2)=[O:9])=[CH:4][CH:3]=1.[CH2:24]1[C:28]2([CH2:33][CH2:32][CH2:31][CH2:30][CH2:29]2)[CH2:27][C:26](=[O:34])[NH:25]1>>[CH3:23][C:17]1[CH:18]=[C:19]([CH3:22])[CH:20]=[CH:21][C:16]=1[N:13]1[CH2:14][CH2:15][N:10]([C:8]([C:5]2[CH:6]=[CH:7][C:2]([N:25]3[C:26](=[O:34])[CH2:27][C:28]4([CH2:33][CH2:32][CH2:31][CH2:30][CH2:29]4)[CH2:24]3)=[CH:3][CH:4]=2)=[O:9])[CH2:11][CH2:12]1. Procedure details: Using (4-bromophenyl) [4-(2,4-dimethylphenyl)piperazin-1-yl]methanone (747 mg) described in Preparation Example 170 and 2-azaspiro[4.5]decan-3-one (306 mg) and by the reaction and treatment in the same manner as in Example 1, the title compound (131 mg) was obtained. Reactants: C(C)(C)[SiH](C(C)C)C(C)C (Triisopropylsilane), [SiH4] (silane), FC(C(=O)Cl)(C(C(C(C(C(C(F)(F)F)(F)F)(F)F)(F)F)(F)F)(F)F)F (perflurooctanoyl chloride), aldehyde acid chloride. Reagents/catalysts: Catalyst, [Pd] (Pd/C). The solvent is petroleum ether. Reaction conditions: temperature 0 celsius, time 3 hour. The product is C(F)(F)(C(F)(F)C(F)(F)C(F)(F)C(F)(F)C(F)(F)C(F)(F)F)C=O (C7F15CHO). Isolated yield 89.4%. RXN SMILES: C([SiH](C(C)C)C(C)C)(C)C.[F:11][C:12]([F:35])([C:16]([F:34])([F:33])[C:17]([F:32])([F:31])[C:18]([F:30])([F:29])[C:19]([F:28])([F:27])[C:20]([F:26])([F:25])[C:21]([F:24])([F:23])[F:22])[C:13](Cl)=[O:14].[SiH4]>[Pd]>[C:12]([CH:13]=[O:14])([C:16]([C:17]([C:18]([C:19]([C:20]([C:21]([F:22])([F:23])[F:24])([F:25])[F:26])([F:28])[F:27])([F:30])[F:29])([F:32])[F:31])([F:34])[F:33])([F:35])[F:11]. Procedure details: Catalyst 10% Pd/C(200 mg) was placed in a 3-necked round bottom flask and cooled at 0° C. Triisopropylsilane (3.32 g, 21 mmol) was added, followed by perflurooctanoyl chloride (7.9 g, 18.2 mmol). The mixture was allowed to warm to room temperature and was then controlled at 25°-27° C. during the exothermic reaction. After 3 hr, GC analysis showed aldehyde/acid chloride ratio=94/6. Another 0.26 mL of silane was added and stirring was continued for 1 hr. Vacuum transfer gave liquid which was chill...